From a dataset of the Open Reaction Database (ORD), a public repository of structured organic reaction records. describe an organic reaction: reactants, conditions, products, and yield Product: CCC(O)C(C#N)CNCc1ccccc1. As a reaction SMILES: [C:1](#[N:2])[C:3](=[CH2:4])[CH:5]([CH2:6][CH3:7])[OH:8].[CH3:17][OH:18].[NH2:9][CH2:10][c:11]1[cH:12][cH:13][cH:14][cH:15][cH:16]1>>[C:1](#[N:2])[CH:3]([CH2:4][NH:9][CH2:10][c:11]1[cH:12][cH:13][cH:14][cH:15][cH:16]1)[CH:5]([CH2:6][CH3:7])[OH:8]. The reactants are C=C(C#N)C(O)CC, CO, NCc1ccccc1. Reactants: BrBr (bromine), ClC1=CC=C(C=C1)C(=O)CC1=CC=C(C=C1)Cl (4,4'-dichlorodeoxybenzoin), C1(=CC=CC=C1)C(=O)C(O)C1=CC=CC=C1 (benzoin). Solvent: C(C)OCC (diethylether). Yields the product BrC(C(C1=CC=C(C=C1)Cl)=O)C1=CC=C(C=C1)Cl (α-bromo-4,4'-dichlorodeoxybenzoin). As a reaction SMILES: C1(C(C(C2C=CC=CC=2)O)=O)C=CC=CC=1.[Br:17]Br.[Cl:19][C:20]1[CH:25]=[CH:24][C:23]([C:26]([CH2:28][C:29]2[CH:34]=[CH:33][C:32]([Cl:35])=[CH:31][CH:30]=2)=[O:27])=[CH:22][CH:21]=1>C(OCC)C>[Br:17][CH:28]([C:29]1[CH:30]=[CH:31][C:32]([Cl:35])=[CH:33][CH:34]=1)[C:26](=[O:27])[C:23]1[CH:24]=[CH:25][C:20]([Cl:19])=[CH:21][CH:22]=1. Procedure details: The benzoin starting material can be prepared by adding bromine (18.1g) dropwise to a stirred solution of 4,4'-dichlorodeoxybenzoin (30g) in dry diethylether (400ml). The solution is stirred for a further hour and evaporated to provide crude α-bromo-4,4'-dichlorodeoxybenzoin (40g) which when recrystallised from methanol has a melting point of 81°-83°. The reactants are [Li+].[OH-] (LiOH), C(C)(C)(C)OC(CCNC(C1=CC=C(C=C1)OC(CC1CCCCC1)C1=CC=C(C=C1)C1=CC=C(C=C1)C(F)(F)F)=O)=O ((±)-3-{4-[2-cyclohexyl-1-(4′-trifluoromethyl-biphenyl-4-yl)-ethoxy]-benzoylamino}-propionic acid tert-butyl ester), Cl (HCl). The solvent is C1CCOC1 (THF). Conditions: temperature 70 celsius, time 8 hour. Yields the product C1(CCCCC1)CC(OC1=CC=C(C(=O)NCCC(=O)O)C=C1)C1=CC=C(C=C1)C1=CC=C(C=C1)C(F)(F)F (3-{4-[2-cyclohexyl-1-(4′-trifluoromethyl-biphenyl-4-yl)-ethoxy]-benzoylamino}-propionic acid). The yield is 88.4%. RXN SMILES: C([O:5][C:6](=[O:43])[CH2:7][CH2:8][NH:9][C:10](=[O:42])[C:11]1[CH:16]=[CH:15][C:14]([O:17][CH:18]([C:26]2[CH:31]=[CH:30][C:29]([C:32]3[CH:37]=[CH:36][C:35]([C:38]([F:41])([F:40])[F:39])=[CH:34][CH:33]=3)=[CH:28][CH:27]=2)[CH2:19][CH:20]2[CH2:25][CH2:24][CH2:23][CH2:22][CH2:21]2)=[CH:13][CH:12]=1)(C)(C)C.[Li+].[OH-].Cl>C1COCC1>[CH:20]1([CH2:19][CH:18]([C:26]2[CH:27]=[CH:28][C:29]([C:32]3[CH:37]=[CH:36][C:35]([C:38]([F:39])([F:40])[F:41])=[CH:34][CH:33]=3)=[CH:30][CH:31]=2)[O:17][C:14]2[CH:15]=[CH:16][C:11]([C:10]([NH:9][CH2:8][CH2:7][C:6]([OH:43])=[O:5])=[O:42])=[CH:12][CH:13]=2)[CH2:25][CH2:24][CH2:23][CH2:22][CH2:21]1 |f:1.2|. Reported procedure: To a mixture of (±)-3-{4-[2-cyclohexyl-1-(4′-trifluoromethyl-biphenyl-4-yl)-ethoxy]-benzoylamino}-propionic acid tert-butyl ester (Isomer 1) (0.0999, 0.168 mmol) in THF (1.7 mL) is added LiOH (1 N aqueous, 1.7 mL) and stirred at 70° C. overnight. The reaction mixture is acidified with 1N HCl (2.0 mL) and extracted with EtOAc (3×10 mL). Combined organic extracts are dried over MgSO4, filtered, and conc. to provide 3-{4-[2-cyclohexyl-1-(4′-trifluoromethyl-biphenyl-4-yl)-ethoxy]-benzoylamino}-propi... Reactants: CC(=O)OC(C)=O, ClCCl, COCCCOc1cc(CC(CC(NC(=O)OC(C)(C)C)C(O)CN)C(C)C)ccc1OC, O, c1ccncc1. Yields the product COCCCOc1cc(CC(CC(NC(=O)OC(C)(C)C)C(O)CNC(C)=O)C(C)C)ccc1OC. RXN SMILES: [CH3:40][C:41](=[O:42])[O:43][C:44](=[O:45])[CH3:46].[Cl:48][CH2:49][Cl:50].[NH2:1][CH2:2][CH:3]([OH:4])[CH:5]([CH2:6][CH:7]([CH:8]([CH3:9])[CH3:10])[CH2:11][c:12]1[cH:13][c:14]([O:20][CH2:21][CH2:22][CH2:23][O:24][CH3:25])[c:15]([O:18][CH3:19])[cH:16][cH:17]1)[NH:26][C:27]([O:28][C:29]([CH3:30])([CH3:31])[CH3:32])=[O:33].[OH2:47].[cH:34]1[cH:35][cH:36][n:37][cH:38][cH:39]1>>[NH:1]([CH2:2][CH:3]([OH:4])[CH:5]([CH2:6][CH:7]([CH:8]([CH3:9])[CH3:10])[CH2:11][c:12]1[cH:13][c:14]([O:20][CH2:21][CH2:22][CH2:23][O:24][CH3:25])[c:15]([O:18][CH3:19])[cH:16][cH:17]1)[NH:26][C:27]([O:28][C:29]([CH3:30])([CH3:31])[CH3:32])=[O:33])[C:41]([CH3:40])=[O:42].